From a dataset of the Open Reaction Database (ORD), a public repository of structured organic reaction records. describe an organic reaction: reactants, conditions, products, and yield The reactants are S1C2=C(C=C1)C(=CC=C2)N2CCN(CC2)CCCCOC2=CC=C1C(CC(N(C1=C2)CO)=O)(C)C (7-[4-(4-Benzo[b]thiophen-4-ylpiperazin-1-yl)butoxy]-1-hydroxymethyl-4,4-dimethyl-3,4-dihydro-1H-quinolin-2-one), S1C2=C(C=C1)C(=CC=C2)N2CCN(CC2)CCCCOC2=CC=C1C(CC(NC1=C2)=O)(C)C (7-[4-(4-benzo[b]thiophen-4-ylpiperazin-1-yl)butoxy]-4,4-dimethyl-3,4-dihydro-1H-quinolin-2-one), N1=CC=CC=C1 (pyridine), ClC(=O)OCCCCCCCCCC (decyl chloroformate). Solvent: C(Cl)Cl (methylene chloride), O (Water). Yields the product C(CCCCCCCCC)OC(OCN1C(CC(C2=CC=C(C=C12)OCCCCN1CCN(CC1)C1=CC=CC=2SC=CC21)(C)C)=O)=O (carbonic acid 7-[4-(4-benzo[b]thiophen-4-ylpiperazin-1-yl)-butoxy]-4,4-dimethyl-2-oxo-3,4-dihydro-2H-quinolin-1-ylmethyl ester decyl ester). Yield: 34.1%. As a reaction SMILES: [S:1]1[CH:5]=[CH:4][C:3]2[C:6]([N:10]3[CH2:15][CH2:14][N:13]([CH2:16][CH2:17][CH2:18][CH2:19][O:20][C:21]4[CH:30]=[C:29]5[C:24]([C:25]([CH3:35])([CH3:34])[CH2:26][C:27](=[O:33])[N:28]5[CH2:31][OH:32])=[CH:23][CH:22]=4)[CH2:12][CH2:11]3)=[CH:7][CH:8]=[CH:9][C:2]1=2.S1C=CC2C(N3CCN(CCCCOC4C=C5C(C(C)(C)CC(=O)N5)=CC=4)CC3)=CC=CC1=2.N1C=CC=CC=1.Cl[C:76]([O:78][CH2:79][CH2:80][CH2:81][CH2:82][CH2:83][CH2:84][CH2:85][CH2:86][CH2:87][CH3:88])=[O:77]>C(Cl)Cl.O>[CH2:79]([O:78][C:76](=[O:77])[O:32][CH2:31][N:28]1[C:29]2[C:24](=[CH:23][CH:22]=[C:21]([O:20][CH2:19][CH2:18][CH2:17][CH2:16][N:13]3[CH2:14][CH2:15][N:10]([C:6]4[C:3]5[CH:4]=[CH:5][S:1][C:2]=5[CH:9]=[CH:8][CH:7]=4)[CH2:11][CH2:12]3)[CH:30]=2)[C:25]([CH3:35])([CH3:34])[CH2:26][C:27]1=[O:33])[CH2:80][CH2:81][CH2:82][CH2:83][CH2:84][CH2:85][CH2:86][CH2:87][CH3:88]. Procedure: 7-[4-(4-Benzo[b]thiophen-4-ylpiperazin-1-yl)butoxy]-1-hydroxymethyl-4,4-dimethyl-3,4-dihydro-1H-quinolin-2-one (460 mg), which is a mixture with 7-[4-(4-benzo[b]thiophen-4-ylpiperazin-1-yl)butoxy]-4,4-dimethyl-3,4-dihydro-1H-quinolin-2-one obtained in Example 155, was suspended in methylene chloride (10 ml), pyridine (0.06 ml) and decyl chloroformate (103 mg) were added, and the mixture was stirred under ice-cooling for 4 hr. Water was added to the reaction mixture, and the mixture was extracted...